This data is from the Open Reaction Database (ORD), a public repository of structured organic reaction records. The task is: describe an organic reaction: reactants, conditions, products, and yield Reaction SMILES: [C:36]([c:37]1[cH:38][cH:39][cH:40][cH:41][cH:42]1)(=[O:43])[Cl:44].[CH:27]([N:28]([CH2:29][CH3:30])[CH:31]([CH3:32])[CH3:33])([CH3:34])[CH3:35].[Cl:45][CH2:46][Cl:47].[F:1][c:2]1[c:3]([N+:24]([O-:25])=[O:26])[cH:4][c:5]([CH:8]2[NH:9][c:10]3[cH:11][cH:12][c:13]([C:20](=[O:21])[O:22][CH3:23])[cH:14][c:15]3[CH2:16][C:17]2([CH3:18])[CH3:19])[cH:6][cH:7]1>>[F:1][c:2]1[c:3]([NH:24][C:36]([c:37]2[cH:38][cH:39][cH:40][cH:41][cH:42]2)=[O:43])[cH:4][c:5]([CH:8]2[NH:9][c:10]3[cH:11][cH:12][c:13]([C:20](=[O:21])[O:22][CH3:23])[cH:14][c:15]3[CH2:16][C:17]2([CH3:18])[CH3:19])[cH:6][cH:7]1. Product: COC(=O)c1ccc2c(c1)CC(C)(C)C(c1ccc(F)c(NC(=O)c3ccccc3)c1)N2. Starting materials: O=C(Cl)c1ccccc1, CCN(C(C)C)C(C)C, ClCCl, COC(=O)c1ccc2c(c1)CC(C)(C)C(c1ccc(F)c([N+](=O)[O-])c1)N2. Starting materials: O=C([O-])[O-], CI, [K+], [K+], CN(C)C=O, O, COC(=O)c1cc(O)cc([N+](=O)[O-])c1. The product is COC(=O)c1cc(OC)cc([N+](=O)[O-])c1. Reaction SMILES: [C:17](=[O:18])([O-:19])[O-:20].[CH3:1][I:2].[K+:21].[K+:22].[O:23]=[CH:24][N:25]([CH3:26])[CH3:27].[OH2:28].[OH:3][c:4]1[cH:5][c:6]([C:7](=[O:8])[O:9][CH3:10])[cH:11][c:12]([N+:14](=[O:15])[O-:16])[cH:13]1>>[O:3]([c:4]1[cH:5][c:6]([C:7](=[O:8])[O:9][CH3:10])[cH:11][c:12]([N+:14](=[O:15])[O-:16])[cH:13]1)[CH3:17].